Dataset: the Open Reaction Database (ORD), a public repository of structured organic reaction records. Task: describe an organic reaction: reactants, conditions, products, and yield The reactants are OCC=1CS[C@H]2N(C1C(=O)[O-])C(C2NC(=O)OC(C)(C)C)=O.[K+] (potassium 3-hydroxymethyl-7-[N-(t-butoxycarbonyl)amino]-3-cephem-4-carboxylate), ClC(COC(=O)N=C=O)(Cl)Cl (2,2,2-trichloroethoxycarbonyl isocyanate). The product is C(N)(=O)OCC=1CS[C@H]2N(C1C(=O)O)C(C2NC(=O)OC(C)(C)C)=O (3-carbamoyloxymethyl-7-[N-(t-butoxycarbonyl)amino]-3-cephem-4-carboxylic acid). As a reaction SMILES: [OH:1][CH2:2][C:3]1[CH2:4][S:5][C@@H:6]2[CH:13]([NH:14][C:15]([O:17][C:18]([CH3:21])([CH3:20])[CH3:19])=[O:16])[C:12](=[O:22])[N:7]2[C:8]=1[C:9]([O-:11])=[O:10].[K+].ClC(Cl)(Cl)C[O:27][C:28]([N:30]=C=O)=O>>[C:28]([O:1][CH2:2][C:3]1[CH2:4][S:5][C@@H:6]2[CH:13]([NH:14][C:15]([O:17][C:18]([CH3:19])([CH3:21])[CH3:20])=[O:16])[C:12](=[O:22])[N:7]2[C:8]=1[C:9]([OH:11])=[O:10])(=[O:27])[NH2:30] |f:0.1|. Reported procedure: 5 g. of potassium 3-hydroxymethyl-7-[N-(t-butoxycarbonyl)amino]-3-cephem-4-carboxylate is reacted with 2,2,2-trichloroethoxycarbonyl isocyanate and the resulting product is deblocked following the procedures described in Example 5 to afford 3-carbamoyloxymethyl-7-[N-(t-butoxycarbonyl)amino]-3-cephem-4-carboxylic acid. Starting materials: [OH-].[Li+] (Lithium hydroxide), BrC=1C=C(C(N(C1)C)=O)NC1=NN(C=C1)C (5-Bromo-1-methyl-3-(1-methyl-1H-pyrazol-3-ylamino)-1H-pyridin-2-one), CN(C=1C=C2CCN(C(C2=CC1)=O)C1=C(COC(C)=O)C(=CC=C1)B1OC(C(O1)(C)C)(C)C)C (acetic acid 2-(6-dimethylamino-1-oxo-3,4-dihydro-1H-isoquinolin-2-yl)-6-(4,4,5,5-tetramethyl-[1,3,2]dioxaborolan-2-yl)-benzyl ester), C([O-])([O-])=O.[Na+].[Na+] (sodium carbonate). Reagents/catalysts: C=1C=CC(=CC1)[P](C=2C=CC=CC2)(C=3C=CC=CC3)[Pd]([P](C=4C=CC=CC4)(C=5C=CC=CC5)C=6C=CC=CC6)([P](C=7C=CC=CC7)(C=8C=CC=CC8)C=9C=CC=CC9)[P](C=1C=CC=CC1)(C=1C=CC=CC1)C=1C=CC=CC1 (tetrakis(triphenylphosphine)palladium(0)). Solvent: COCCOC (1,2-dimethoxyethane), O (water). Conditions: time 3 hour. The product is CN(C=1C=C2CCN(C(C2=CC1)=O)C1=C(C(=CC=C1)C1=CN(C(C(=C1)NC1=NN(C=C1)C)=O)C)CO)C (6-Dimethylamino-2-{2-hydroxymethyl-3-[1-methyl-5-(1-methyl-1H-pyrazol-3-ylamino)-6-oxo-1,6-dihydro-pyridin-3-yl]-phenyl}-3,4-dihydro-2H-isoquinolin-1-one). Isolated yield 60.0%. Reaction SMILES: Br[C:2]1[CH:3]=[C:4]([NH:10][C:11]2[CH:15]=[CH:14][N:13]([CH3:16])[N:12]=2)[C:5](=[O:9])[N:6]([CH3:8])[CH:7]=1.[CH3:17][N:18]([CH3:50])[C:19]1[CH:20]=[C:21]2[C:26](=[CH:27][CH:28]=1)[C:25](=[O:29])[N:24]([C:30]1[CH:40]=[CH:39][CH:38]=[C:37](B3OC(C)(C)C(C)(C)O3)[C:31]=1[CH2:32][O:33]C(=O)C)[CH2:23][CH2:22]2.C(=O)([O-])[O-].[Na+].[Na+].[OH-].[Li+]>COCCOC.O.C1C=CC([P]([Pd]([P](C2C=CC=CC=2)(C2C=CC=CC=2)C2C=CC=CC=2)([P](C2C=CC=CC=2)(C2C=CC=CC=2)C2C=CC=CC=2)[P](C2C=CC=CC=2)(C2C=CC=CC=2)C2C=CC=CC=2)(C2C=CC=CC=2)C2C=CC=CC=2)=CC=1>[CH3:17][N:18]([CH3:50])[C:19]1[CH:20]=[C:21]2[C:26](=[CH:27][CH:28]=1)[C:25](=[O:29])[N:24]([C:30]1[CH:40]=[CH:39][CH:38]=[C:37]([C:2]3[CH:3]=[C:4]([NH:10][C:11]4[CH:15]=[CH:14][N:13]([CH3:16])[N:12]=4)[C:5](=[O:9])[N:6]([CH3:8])[CH:7]=3)[C:31]=1[CH2:32][OH:33])[CH2:23][CH2:22]2 |f:2.3.4,5.6,^1:69,71,90,109|. Procedure details: 5-Bromo-1-methyl-3-(1-methyl-1H-pyrazol-3-ylamino)-1H-pyridin-2-one (35 mg, 0.13 mmol), acetic acid 2-(6-dimethylamino-1-oxo-3,4-dihydro-1H-isoquinolin-2-yl)-6-(4,4,5,5-tetramethyl-[1,3,2]dioxaborolan-2-yl)-benzyl ester (58 mg, 0.13 mmol), tetrakis(triphenylphosphine)palladium(0) (14 mg, 0.012 mmol), and sodium carbonate (40 mg, 0.38 mmol) were dissolved in 2 mL 1,2-dimethoxyethane and 1 mL water. This was microwaved at 120° C. for 30 minutes. This was partitioned between ethylacetate and water.... Reactants: C(CCC)OC([C@@H](NC([C@@H](NC(=O)OCC1=CC=CC=C1)CC(C)C)=O)CCCNC(N)=N)OCCCC (N-benzyloxycarbonyl-L-leucyl-L-argininal dibutyl acetal). Reagents/catalysts: [Pd] (palladium black). Run in CO (methanol). Run at time 2 hour. The product is C(CCC)OC([C@@H](NC([C@@H](N)CC(C)C)=O)CCCNC(N)=N)OCCCC (L-leucyl-L-argininal dibutyl acetal). Isolated yield 98.4%. As a reaction SMILES: [CH2:1]([O:5][CH:6]([O:34][CH2:35][CH2:36][CH2:37][CH3:38])[C@H:7]([CH2:27][CH2:28][CH2:29][NH:30][C:31](=[NH:33])[NH2:32])[NH:8][C:9](=[O:26])[C@H:10]([CH2:22][CH:23]([CH3:25])[CH3:24])[NH:11]C(OCC1C=CC=CC=1)=O)[CH2:2][CH2:3][CH3:4]>CO.[Pd]>[CH2:1]([O:5][CH:6]([O:34][CH2:35][CH2:36][CH2:37][CH3:38])[C@H:7]([CH2:27][CH2:28][CH2:29][NH:30][C:31](=[NH:32])[NH2:33])[NH:8][C:9](=[O:26])[C@H:10]([CH2:22][CH:23]([CH3:25])[CH3:24])[NH2:11])[CH2:2][CH2:3][CH3:4]. Procedure: In 100 ml of methanol was dissolved 3.73 g of N-benzyloxycarbonyl-L-leucyl-L-argininal dibutyl acetal obtained. In nitrogen atmosphere, 1 g of palladium black was added to the solution and the mixture was subjected to catalytic hydrogenation at room temperature for 2 hours. After palladium black was removed by filtration, the filtrate was concentrated under reduced pressure to give 2.75 g of L-leucyl-L-argininal dibutyl acetal. The reactants are Cl.CC=1N=CN(C1)C1=CC=C(NC1=O)C(=O)O (5-(4-methyl-1H-imidazol-1-yl)-6-oxo-1,6-dihydropyridine-2-carboxylic acid, hydrochloride salt), BrCCBr (1,2-dibromoethane), C([O-])([O-])=O.[Cs+].[Cs+] (cesium carbonate). Run in CN(C=O)C (N,N-Dimethylformamide). Reaction conditions: temperature 90 celsius. Product: CC=1N=CN(C1)C1=CC=C2C(OCCN2C1=O)=O (7-(4-Methyl-1H-imidazol-1-yl)-3,4-dihydropyrido[2,1-c][1,4]oxazine-1,6-dione). As a reaction SMILES: Cl.[CH3:2][C:3]1[N:4]=[CH:5][N:6]([C:8]2[C:13](=[O:14])[NH:12][C:11]([C:15]([OH:17])=[O:16])=[CH:10][CH:9]=2)[CH:7]=1.Br[CH2:19][CH2:20]Br.C(=O)([O-])[O-].[Cs+].[Cs+]>CN(C)C=O>[CH3:2][C:3]1[N:4]=[CH:5][N:6]([C:8]2[C:13](=[O:14])[N:12]3[C:11]([C:15](=[O:17])[O:16][CH2:19][CH2:20]3)=[CH:10][CH:9]=2)[CH:7]=1 |f:0.1,3.4.5|. Procedure: N,N-Dimethylformamide (850 mL) was added to a mixture of 5-(4-methyl-1H-imidazol-1-yl)-6-oxo-1,6-dihydropyridine-2-carboxylic acid hydrochloride salt (C3) (65 g, 250 mmol), 1,2-dibromoethane (52.5 g, 280 mmol) and cesium carbonate (124 g, 381 mmol), and the reaction mixture was heated to 90° C. for 6 hours. After allowing the reaction to cool to room temperature, the mixture was filtered through Celite, and the filtrate was concentrated in vacuo. The residue was dissolved in dichloromethane (500... Starting materials: BrC1=CC=C(C=C1)CCC(C(=O)OC)(S(=O)(=O)C)C (methyl 4-(4-bromophenyl)-2-methyl-2-(methylsulfonyl)butanoate), C(#C)[Si](C)(C)C (ethynyltrimethylsilane). The reagents and catalysts are Cl[Pd]([P](C1=CC=CC=C1)(C2=CC=CC=C2)C3=CC=CC=C3)([P](C4=CC=CC=C4)(C5=CC=CC=C5)C6=CC=CC=C6)Cl (bis(triphenylphosphine)palladium(II) chloride), [Cu]I (copper(I) iodide). Solvent: C(C)N(CC)CC (triethylamine). Conditions: temperature 80 celsius, time 18 hour. Yields the product CC(C(=O)OC)(CCC1=CC=C(C=C1)C#C[Si](C)(C)C)S(=O)(=O)C (methyl 2-methyl-2-(methylsulfonyl)-4-(4-((trimethylsilyl)ethynyl)phenyl)butanoate). Isolated yield 168.1%. Reaction SMILES: Br[C:2]1[CH:7]=[CH:6][C:5]([CH2:8][CH2:9][C:10]([CH3:19])([S:15]([CH3:18])(=[O:17])=[O:16])[C:11]([O:13][CH3:14])=[O:12])=[CH:4][CH:3]=1.[C:20]([Si:22]([CH3:25])([CH3:24])[CH3:23])#[CH:21]>C(N(CC)CC)C.Cl[Pd](Cl)([P](C1C=CC=CC=1)(C1C=CC=CC=1)C1C=CC=CC=1)[P](C1C=CC=CC=1)(C1C=CC=CC=1)C1C=CC=CC=1.[Cu]I>[CH3:19][C:10]([S:15]([CH3:18])(=[O:17])=[O:16])([CH2:9][CH2:8][C:5]1[CH:6]=[CH:7][C:2]([C:21]#[C:20][Si:22]([CH3:25])([CH3:24])[CH3:23])=[CH:3][CH:4]=1)[C:11]([O:13][CH3:14])=[O:12] |^1:35,54|. Reported procedure: To a stirring suspension of methyl 4-(4-bromophenyl)-2-methyl-2-(methylsulfonyl)butanoate (9.3, 6.36 g, 18.23 mmol), bis(triphenylphosphine)palladium(II) chloride (1.28 mg, 1.82 mmol) and copper(I) iodide (347 mg, 1.82 mmol) in triethylamine (30 mL) was added ethynyltrimethylsilane (0.92 mL, 6.49 mmol) and the reaction mixture was heated to 80° C. briefly, and then allowed to stir at room temperature for 18 hr. Volatiles were removed under reduced pressure and the resulting residue was purified ... Starting materials: CCCc1nc2cnc3cc(OCc4ccccc4)ccc3c2n1CC(C)C, CCO, O=C[O-], [NH4+]. The product is CCCc1nc2cnc3cc(O)ccc3c2n1CC(C)C. As a reaction SMILES: [CH2:1]([c:2]1[cH:3][cH:4][cH:5][cH:6][cH:7]1)[O:8][c:9]1[cH:10][cH:11][c:12]2[c:13]3[c:14]([cH:15][n:16][c:17]2[cH:18]1)[n:19][c:20]([CH2:26][CH2:27][CH3:28])[n:21]3[CH2:22][CH:23]([CH3:24])[CH3:25].[CH3:33][CH2:34][OH:35].[CH:29]([O-:30])=[O:31].[NH4+:32]>>[OH:8][c:9]1[cH:10][cH:11][c:12]2[c:13]3[c:14]([cH:15][n:16][c:17]2[cH:18]1)[n:19][c:20]([CH2:26][CH2:27][CH3:28])[n:21]3[CH2:22][CH:23]([CH3:24])[CH3:25]. Reactants: FC(F)(Br)C(F)(F)Br, O=C([O-])[O-], CCCS, CN(C)C=O, O=[N+]([O-])c1ccc(O)c(Cl)c1, [K+], [K+], [Na+], [OH-]. The product is O=[N+]([O-])c1ccc(OC(F)(F)C(F)(F)Br)c(Cl)c1. RXN SMILES: [Br:22][C:23]([C:24]([Br:25])([F:26])[F:27])([F:28])[F:29].[C:12](=[O:13])([O-:14])[O-:15].[CH2:18]([SH:19])[CH2:20][CH3:21].[CH3:32][N:33]([CH3:34])[CH:35]=[O:36].[Cl:1][c:2]1[c:3]([OH:11])[cH:4][cH:5][c:6]([N+:8](=[O:9])[O-:10])[cH:7]1.[K+:16].[K+:17].[Na+:31].[OH-:30]>>[Cl:1][c:2]1[c:3]([O:11][C:23]([C:24]([Br:25])([F:26])[F:27])([F:28])[F:29])[cH:4][cH:5][c:6]([N+:8](=[O:9])[O-:10])[cH:7]1. Reactants: Cl (HCl), S (H2S), ClC1=CC=C(C=C1)C(CCC#N)=O (4-(4-chlorophenyl)-4-oxobutyronitrile). The solvent is CO (methanol). Reaction conditions: time 8 hour. Product: Cl.NC=1SC(=CC1)C1=CC=C(C=C1)Cl (2-amino-5-(4-chlorophenyl)thiophene hydrochloric acid salt). Reaction SMILES: Cl.[SH2:2].[Cl:3][C:4]1[CH:9]=[CH:8][C:7]([C:10](=O)[CH2:11][CH2:12][C:13]#[N:14])=[CH:6][CH:5]=1>CO>[ClH:3].[NH2:14][C:13]1[S:2][C:10]([C:7]2[CH:8]=[CH:9][C:4]([Cl:3])=[CH:5][CH:6]=2)=[CH:11][CH:12]=1 |f:4.5|. Procedure details: HCl and H2S gas are bubbled through a solution of the above nitrile (7.70 g, 40.0 mmol) in 100 ml of methanol at 10°-20° for 7 hours. The suspension is then stirred at RT overnight. It is dried, filtered, washed with ether and dried with suction under an N2 atmosphere to give 2-amino-5-(4-chlorophenyl)thiophene hydrochloric acid salt, a slightly purplish powder. The reactants are C([O-])([O-])=O.[K+].[K+] (potassium carbonate), Cl.ClCCN1CCOCC1 (N-(2-chloroethyl)morpholine hydrochloride), COC=1C=C(C#N)C=C(C1O)OC (3,5 Dimethoxy-4-hydroxy-benzonitrile). Solvent: CC(=O)N(C)C (dimethylacetamide). Reaction conditions: temperature 100 celsius, time 6 hour. Product: COC=1C=C(C#N)C=C(C1OCCN1CCOCC1)OC (3,5-dimethoxy-4-(2-morpholine-4-yl-ethoxy)-benzonitrile). RXN SMILES: [CH3:1][O:2][C:3]1[CH:4]=[C:5]([CH:8]=[C:9]([O:12][CH3:13])[C:10]=1[OH:11])[C:6]#[N:7].C(=O)([O-])[O-].[K+].[K+].Cl.Cl[CH2:22][CH2:23][N:24]1[CH2:29][CH2:28][O:27][CH2:26][CH2:25]1>CC(N(C)C)=O>[CH3:13][O:12][C:9]1[CH:8]=[C:5]([CH:4]=[C:3]([O:2][CH3:1])[C:10]=1[O:11][CH2:22][CH2:23][N:24]1[CH2:29][CH2:28][O:27][CH2:26][CH2:25]1)[C:6]#[N:7] |f:1.2.3,4.5|. Procedure: 6.06 g 3,5 Dimethoxy-4-hydroxy-benzonitrile was dissolved in 20 mL dimethylacetamide, 5.2 g potassium carbonate and 6.7 g N-(2-chloroethyl)morpholine hydrochloride was added and the mixture was stirred at 100° C. for 6 h. The solvent was distilled off and the residue was co-evaporated twice with toluene. The residue was suspended in dichloromethane, filtered and the filtrate was concentrated. The reactants are C1(=CC=CC=C1)S(=O)(=O)N1C(=CC=2C1=NC=C(C2)C)C(CC2CCCC2)O (1-(1-benzenesulfonyl-5-methyl-1H-pyrrolo[2,3-b]pyridin-2-yl)-2-cyclopentyl-ethanol), CC(=O)OI1(C=2C=CC=CC2C(=O)O1)(OC(=O)C)OC(=O)C (Dess-Martin periodinane). The solvent is ClCCl (dichloromethane). Reaction conditions: temperature 25 celsius, time 1 hour. Yields the product C1(=CC=CC=C1)S(=O)(=O)N1C(=CC=2C1=NC=C(C2)C)C(CC2CCCC2)=O (1-(1-benzenesulfonyl-5-methyl-1H-pyrrolo[2,3-b]pyridin-2-yl)-2-cyclopentyl-ethanone). The yield is 89.8%. Reaction SMILES: [C:1]1([S:7]([N:10]2[C:14]3=[N:15][CH:16]=[C:17]([CH3:19])[CH:18]=[C:13]3[CH:12]=[C:11]2[CH:20]([OH:27])[CH2:21][CH:22]2[CH2:26][CH2:25][CH2:24][CH2:23]2)(=[O:9])=[O:8])[CH:6]=[CH:5][CH:4]=[CH:3][CH:2]=1.CC(OI1(OC(C)=O)(OC(C)=O)OC(=O)C2C=CC=CC1=2)=O>ClCCl>[C:1]1([S:7]([N:10]2[C:14]3=[N:15][CH:16]=[C:17]([CH3:19])[CH:18]=[C:13]3[CH:12]=[C:11]2[C:20](=[O:27])[CH2:21][CH:22]2[CH2:26][CH2:25][CH2:24][CH2:23]2)(=[O:8])=[O:9])[CH:6]=[CH:5][CH:4]=[CH:3][CH:2]=1. Procedure: To a solution of 1-(1-benzenesulfonyl-5-methyl-1H-pyrrolo[2,3-b]pyridin-2-yl)-2-cyclopentyl-ethanol (3.13 g, 8.15 mmol) in dichloromethane (150 ml) was added Dess-Martin periodinane (5.18 g, 12.2 mmol) at 25° C. The reaction mixture was stirred at 25° C. for 1 h and then quenched with a saturated aqueous sodium bicarbonate solution (40 mL). The mixture was extracted with ethyl acetate (200 mL), washed with a saturated aqueous sodium bicarbonate solution (40 mL×3), brine, dried over anhydrous sod...